This data is from the Open Reaction Database (ORD), a public repository of structured organic reaction records. The task is: describe an organic reaction: reactants, conditions, products, and yield Reactants: OCCCCCCCCO, CN(C)CC(N)CC(=O)OCc1ccccc1, Cl, Cl, COc1c(F)c(F)c(CBr)c(F)c1F, COc1c(F)c(F)c(COCCCCCCCCO)c(F)c1F, COc1c(F)c(F)c(COCCCCCCCC(=O)O)c(F)c1F. The product is COc1c(F)c(F)c(COCCCCCCCC(=O)NC(CC(=O)OCc2ccccc2)CN(C)C)c(F)c1F. Reaction SMILES: [CH2:1]([OH:2])[CH2:3][CH2:4][CH2:5][CH2:6][CH2:7][CH2:8][CH2:9][OH:10].[CH2:74]([c:75]1[cH:76][cH:77][cH:78][cH:79][cH:80]1)[O:81][C:82]([CH2:83][CH:84]([CH2:85][N:86]([CH3:87])[CH3:88])[NH2:89])=[O:90].[ClH:72].[ClH:73].[F:11][c:12]1[c:13]([F:14])[c:15]([O:16][CH3:17])[c:18]([F:19])[c:20]([F:21])[c:22]1[CH2:23][Br:24].[F:25][c:26]1[c:27]([CH2:28][O:29][CH2:30][CH2:31][CH2:32][CH2:33][CH2:34][CH2:35][CH2:36][CH2:37][OH:38])[c:39]([F:47])[c:40]([F:46])[c:41]([O:44][CH3:45])[c:42]1[F:43].[F:48][c:49]1[c:50]([F:51])[c:52]([O:53][CH3:54])[c:55]([F:56])[c:57]([F:58])[c:59]1[CH2:60][O:61][CH2:62][CH2:63][CH2:64][CH2:65][CH2:66][CH2:67][CH2:68][C:69]([OH:70])=[O:71]>>[F:25][c:26]1[c:27]([CH2:28][O:29][CH2:30][CH2:31][CH2:32][CH2:33][CH2:34][CH2:35][CH2:36][C:37](=[O:38])[NH:89][CH:84]([CH2:83][C:82]([O:81][CH2:74][c:75]2[cH:76][cH:77][cH:78][cH:79][cH:80]2)=[O:90])[CH2:85][N:86]([CH3:87])[CH3:88])[c:39]([F:47])[c:40]([F:46])[c:41]([O:44][CH3:45])[c:42]1[F:43]. Starting materials: CCCCCCCCC(O)C=Cc1cccc(Br)n1, [Li]CCCC, COC(=O)c1cccc(C(=O)OC)c1, C1CCOC1. Yields the product CCCCCCCCC(O)C=Cc1cccc(C(=O)c2cccc(C(=O)OC)c2)n1. RXN SMILES: [Br:1][c:2]1[n:3][c:4]([CH:8]=[CH:9][CH:10]([CH2:11][CH2:12][CH2:13][CH2:14][CH2:15][CH2:16][CH2:17][CH3:18])[OH:19])[cH:5][cH:6][cH:7]1.[CH2:20]([Li:21])[CH2:22][CH2:23][CH3:24].[CH3:25][O:26][C:27]([c:28]1[cH:29][c:30]([C:31](=[O:32])[O:33][CH3:34])[cH:35][cH:36][cH:37]1)=[O:38].[O:39]1[CH2:40][CH2:41][CH2:42][CH2:43]1>>[c:2]1([C:31]([c:30]2[cH:29][c:28]([C:27]([O:26][CH3:25])=[O:38])[cH:37][cH:36][cH:35]2)=[O:32])[n:3][c:4]([CH:8]=[CH:9][CH:10]([CH2:11][CH2:12][CH2:13][CH2:14][CH2:15][CH2:16][CH2:17][CH3:18])[OH:19])[cH:5][cH:6][cH:7]1. The reactants are C(C)C1=NC2=C(N1CC1=CC=C(C=C1)C=1C(=CC=CC1)C(=O)OC)C=C(C=C2C)NC(=NS(=O)(=O)C)N(C)C (methyl 4'-[[2-ethyl-4-methyl-6-(3,3-dimethyl-2-methylsulphonyl-guanidino) -1H-benzimidazol-1-yl]-methyl]-biphenyl-2-carboxylate), [OH-].[Na+] (sodium hydroxide). Run in C(C)O (ethanol). Yields the product C(C)C1=NC2=C(N1CC1=CC=C(C=C1)C=1C(=CC=CC1)C(=O)O)C=C(C=C2C)NC(=NS(=O)(=O)C)N(C)C (4'-[[2-Ethyl-4-methyl-6-(3,3-dimethyl-2-methylsulphonyl-guanidino) -1H-benzimidazol-1-yl]-methyl]-biphenyl-2-carboxylic acid). RXN SMILES: [CH2:1]([C:3]1[N:7]([CH2:8][C:9]2[CH:14]=[CH:13][C:12]([C:15]3[C:16]([C:21]([O:23]C)=[O:22])=[CH:17][CH:18]=[CH:19][CH:20]=3)=[CH:11][CH:10]=2)[C:6]2[CH:25]=[C:26]([NH:30][C:31]([N:37]([CH3:39])[CH3:38])=[N:32][S:33]([CH3:36])(=[O:35])=[O:34])[CH:27]=[C:28]([CH3:29])[C:5]=2[N:4]=1)[CH3:2].[OH-].[Na+]>C(O)C>[CH2:1]([C:3]1[N:7]([CH2:8][C:9]2[CH:14]=[CH:13][C:12]([C:15]3[C:16]([C:21]([OH:23])=[O:22])=[CH:17][CH:18]=[CH:19][CH:20]=3)=[CH:11][CH:10]=2)[C:6]2[CH:25]=[C:26]([NH:30][C:31]([N:37]([CH3:39])[CH3:38])=[N:32][S:33]([CH3:36])(=[O:35])=[O:34])[CH:27]=[C:28]([CH3:29])[C:5]=2[N:4]=1)[CH3:2] |f:1.2|. Procedure details: Prepared analogously to Example 1d from methyl 4'-[[2-ethyl-4-methyl-6-(3,3-dimethyl-2-methylsulphonyl-guanidino) -1H-benzimidazol-1-yl]-methyl]-biphenyl-2-carboxylate and 2N sodium hydroxide solution in ethanol. The reactants are CNCCN, O=Cc1ccccc1, c1ccccc1. Yields the product CNCCN=Cc1ccccc1. RXN SMILES: [CH3:1][NH:2][CH2:3][CH2:4][NH2:5].[CH:6](=[O:7])[c:8]1[cH:9][cH:10][cH:11][cH:12][cH:13]1.[cH:14]1[cH:15][cH:16][cH:17][cH:18][cH:19]1>>[CH3:1][NH:2][CH2:3][CH2:4][N:5]=[CH:6][c:8]1[cH:9][cH:10][cH:11][cH:12][cH:13]1. Reactants: CCC(C)O, CC(C)Oc1nc(Cl)ncc1C#N, Cl, Nc1ccc(S(=O)(=O)NCCN2CCCCC2)cc1. Yields the product CC(C)Oc1nc(Nc2ccc(S(=O)(=O)NCCN3CCCCC3)cc2)ncc1C#N. As a reaction SMILES: [CH3:34][CH:35]([OH:36])[CH2:37][CH3:38].[Cl:1][c:2]1[n:3][cH:4][c:5]([C:12]#[N:13])[c:6]([O:8][CH:9]([CH3:10])[CH3:11])[n:7]1.[ClH:33].[N:14]1([CH2:20][CH2:21][NH:22][S:23](=[O:24])(=[O:25])[c:26]2[cH:27][cH:28][c:29]([NH2:30])[cH:31][cH:32]2)[CH2:15][CH2:16][CH2:17][CH2:18][CH2:19]1>>[c:2]1([NH:30][c:29]2[cH:28][cH:27][c:26]([S:23]([NH:22][CH2:21][CH2:20][N:14]3[CH2:15][CH2:16][CH2:17][CH2:18][CH2:19]3)(=[O:24])=[O:25])[cH:32][cH:31]2)[n:3][cH:4][c:5]([C:12]#[N:13])[c:6]([O:8][CH:9]([CH3:10])[CH3:11])[n:7]1. Starting materials: NC1=NC=C(C=C1)Br (2-Amino-5-bromo-pyridine), C(C)(=O)O\C(=C(/C(=O)OC)\OC(C)=O)\C(=O)OC (dimethyl diacetoxyfumarate). The reagents and catalysts are C(C)(=O)O (acetic acid). Run in CO (methanol). Product: COC(=O)C=1N=C2N(C(C1O)=O)C=C(C=C2)Br (7-bromo-3-hydroxy-4-oxo-4H-pyrido[1,2-a]pyrimidine-2-carboxylic acid methyl ester). The yield is 2.1%. Reaction SMILES: [NH2:1][C:2]1[CH:7]=[CH:6][C:5]([Br:8])=[CH:4][N:3]=1.C([O:12]/[C:13](/[C:23](OC)=[O:24])=[C:14](/OC(=O)C)\[C:15]([O:17][CH3:18])=[O:16])(=O)C>C(O)(=O)C.CO>[CH3:18][O:17][C:15]([C:14]1[N:1]=[C:2]2[CH:7]=[CH:6][C:5]([Br:8])=[CH:4][N:3]2[C:23](=[O:24])[C:13]=1[OH:12])=[O:16]. Procedure: 2-Amino-5-bromo-pyridine (664 mg, 3.85 mmol), dimethyl diacetoxyfumarate (1.00 g, 3.84 mmol) and glacial acetic acid (10 drops) in dry methanol (10 mL) were combined and heated to reflux. After 48 h the reaction was cooled to room temperature and concentrated in vacuo. Ethyl acetate (2 mL) was added to the residue which was sonicated for 2 min and the resulting precipitate collected by filtration and washed with cold ethyl acetate (1 mL) and dried on the pump to afford 7-bromo-3-hydroxy-4-oxo-4H... Reactants: CC(C)(C)[Si](C)(C)Cl, OC1CC(COCc2ccccc2)C1, ClCCl, c1c[nH]cn1. Product: CC(C)(C)[Si](C)(C)OC1CC(COCc2ccccc2)C1. RXN SMILES: [C:20]([CH3:21])([CH3:22])([CH3:23])[Si:24]([CH3:25])([CH3:26])[Cl:27].[CH2:1]([c:2]1[cH:3][cH:4][cH:5][cH:6][cH:7]1)[O:8][CH2:9][CH:10]1[CH2:11][CH:12]([OH:14])[CH2:13]1.[Cl:28][CH2:29][Cl:30].[nH:15]1[cH:16][cH:17][n:18][cH:19]1>>[CH2:1]([c:2]1[cH:3][cH:4][cH:5][cH:6][cH:7]1)[O:8][CH2:9][CH:10]1[CH2:11][CH:12]([O:14][Si:24]([C:20]([CH3:21])([CH3:22])[CH3:23])([CH3:25])[CH3:26])[CH2:13]1.